This data is from the Open Reaction Database (ORD), a public repository of structured organic reaction records. The task is: describe an organic reaction: reactants, conditions, products, and yield The reactants are CC1=C(C(=C2C(=N1)SC1=C2CCCC1)C1=C(C=CC=C1)F)C(C(=O)OC)CCC (methyl [2-methyl-4-(2-fluorophenyl)-5,6,7,8-tetrahydro[1]benzothieno[2,3-b]pyridin-3-yl]pentanoate), [OH-].[Na+] (sodium hydroxide). Run in CO (methanol). Run at temperature 60 celsius. Product: CC1=C(C(=C2C(=N1)SC1=C2CCCC1)C1=C(C=CC=C1)F)C(C(=O)O)CCC (2-[2-Methyl-4-(2-fluorophenyl)-5,6,7,8-tetrahydro[1]benzothieno[2,3-b]pyridin-3-yl]pentanoic acid). RXN SMILES: [CH3:1][C:2]1[N:7]=[C:6]2[S:8][C:9]3[CH2:14][CH2:13][CH2:12][CH2:11][C:10]=3[C:5]2=[C:4]([C:15]2[CH:20]=[CH:19][CH:18]=[CH:17][C:16]=2[F:21])[C:3]=1[CH:22]([CH2:27][CH2:28][CH3:29])[C:23]([O:25]C)=[O:24].[OH-].[Na+]>CO>[CH3:1][C:2]1[N:7]=[C:6]2[S:8][C:9]3[CH2:14][CH2:13][CH2:12][CH2:11][C:10]=3[C:5]2=[C:4]([C:15]2[CH:20]=[CH:19][CH:18]=[CH:17][C:16]=2[F:21])[C:3]=1[CH:22]([CH2:27][CH2:28][CH3:29])[C:23]([OH:25])=[O:24] |f:1.2|. Procedure details: To a solution of methyl [2-methyl-4-(2-fluorophenyl)-5,6,7,8-tetrahydro[1]benzothieno[2,3-b]pyridin-3-yl]pentanoate (0.266 g; 0.647 mmol) in methanol (6.5 mL) was added a solution of sodium hydroxide 5 N (1.3 mL) and the mixture was heated at 60° C. for 18 h. After cooling, the reaction mixture was concentrated under reduced pressure. The residue was dissolved in ethyl acetate and the mixture was acidified with HCl (1N) until pH 1. The organic layer was washed with brine, water, dried over magne...